describe an organic reaction: reactants, conditions, products, and yield From a dataset of the Open Reaction Database (ORD), a public repository of structured organic reaction records. The reactants are COc1cc(OC)c(N)c(OC)c1, CC(C)C1CCC(N=C=O)CC1, ClC(Cl)Cl, c1ccncc1. Product: COc1cc(OC)c(NC(=O)NC2CCC(C(C)C)CC2)c(OC)c1. As a reaction SMILES: [CH3:13][O:14][c:15]1[c:16]([NH2:17])[c:18]([O:24][CH3:25])[cH:19][c:20]([O:22][CH3:23])[cH:21]1.[CH:1]([CH3:2])([CH3:3])[CH:4]1[CH2:5][CH2:6][CH:7]([N:10]=[C:11]=[O:12])[CH2:8][CH2:9]1.[CH:32]([Cl:33])([Cl:34])[Cl:35].[cH:26]1[cH:27][cH:28][n:29][cH:30][cH:31]1>>[CH:1]([CH3:2])([CH3:3])[CH:4]1[CH2:5][CH2:6][CH:7]([NH:10][C:11](=[O:12])[NH:17][c:16]2[c:15]([O:14][CH3:13])[cH:21][c:20]([O:22][CH3:23])[cH:19][c:18]2[O:24][CH3:25])[CH2:8][CH2:9]1. Starting materials: C(C1=CC=CC=C1)=O (benzaldehyde), NC1=CC=CC=C1 (aniline), C(C1=CC=CC=C1)(=O)O (bezoic acid), C=CCCCC (1-hexene), C1(=CC=CC=C1)C (toluene), NC1=NC=CC=C1 (2-aminopyridine), Rh(PPh3)3Cl. Conditions: temperature 130 celsius, time 2.5 minute. The product is C(CCCCCC)(=O)C1=CC=CC=C1 (heptanophenone), NC1=NC=CC=C1 (aminopyridine). RXN SMILES: [CH:1](=[O:8])[C:2]1[CH:7]=[CH:6][CH:5]=[CH:4][CH:3]=1.N[C:10]1[CH:15]=[CH:14][CH:13]=[CH:12][CH:11]=1.C(O)(=O)C1C=CC=CC=1.C=CCCCC.C1(C)C=CC=CC=1.[NH2:38][C:39]1[CH:44]=[CH:43][CH:42]=[CH:41][N:40]=1>>[C:1]([C:2]1[CH:7]=[CH:6][CH:5]=[CH:4][CH:3]=1)(=[O:8])[CH2:14][CH2:15][CH2:10][CH2:11][CH2:12][CH3:13].[NH2:38][C:39]1[CH:44]=[CH:43][CH:42]=[CH:41][N:40]=1. Procedure details: Under the same reaction procedure and conditions as in Example 1 (benzaldehyde 0.5 mmol, aniline 0.3 mmol, bezoic acid 0.03 mmol, 1-hexene 2.5 mmol, toluene 0.87 mmol), various 2-aminopyridine derivatives 0.1 mmol as shown in the following table 3, were added to each 500 ml pressure reactor. The mixture was stirred at normal temperature for 2-3 minutes and then combined with Rh(PPh3)3Cl 0.01 mmol. While the reactor was stopped with a stopper, the reactants were heated at 130° C. for 1 hour with ... Reactants: Example 1-28, O (water), [Si](C)(C)(C(C)(C)C)OC1=CC=C(C=C1)C(=O)C1=NC(=C(C=C1)Cl)OC ((4-{[tert-butyl(dimethyl)silyl]oxy}phenyl)(5-chloro-6-methoxypyridin-2-yl)methanone), solution, C[Si]([N-][Si](C)(C)C)(C)C.[Li+] (lithiumhexamethyldisilazide), S1C(=NC2=C1C=CC=C2)S(=O)(=O)C[C@H]2CCC(N2)=O ((5R)-5-[(1,3-benzothiazol-2-ylsulfonyl)methyl]pyrrolidin-2-one), Example 3-12. The solvent is O1CCCC1 (tetrahydrofuran), O1CCCC1 (tetrahydrofuran), O1CCCC1 (tetrahydrofuran). Conditions: temperature -78 celsius, time 40 minute. Yields the product [Si](C)(C)(C(C)(C)C)OC1=CC=C(C=C1)\C(=C/[C@H]1CCC(N1)=O)\C1=NC(=C(C=C1)Cl)OC ((5R)-5-[(E)-2-(4-{[tert-butyl(dimethyl)silyl]oxy}phenyl)-2-(5-chloro-6-methoxypyridin-2-yl)ethenyl]pyrrolidin-2-one). Yield: 17.0%. Reaction SMILES: C[Si](C)(C)[N-][Si](C)(C)C.[Li+].S1C2C=CC=CC=2N=C1S([CH2:23][C@@H:24]1[NH:28][C:27](=[O:29])[CH2:26][CH2:25]1)(=O)=O.[Si:30]([O:37][C:38]1[CH:43]=[CH:42][C:41]([C:44]([C:46]2[CH:51]=[CH:50][C:49]([Cl:52])=[C:48]([O:53][CH3:54])[N:47]=2)=O)=[CH:40][CH:39]=1)([C:33]([CH3:36])([CH3:35])[CH3:34])([CH3:32])[CH3:31].O>O1CCCC1>[Si:30]([O:37][C:38]1[CH:43]=[CH:42][C:41](/[C:44](/[C:46]2[CH:51]=[CH:50][C:49]([Cl:52])=[C:48]([O:53][CH3:54])[N:47]=2)=[CH:23]\[C@@H:24]2[NH:28][C:27](=[O:29])[CH2:26][CH2:25]2)=[CH:40][CH:39]=1)([C:33]([CH3:35])([CH3:34])[CH3:36])([CH3:31])[CH3:32] |f:0.1|. Procedure: A 1 M solution of lithiumhexamethyldisilazide in tetrahydrofuran (35 mL) was added to a solution of (5R)-5-[(1,3-benzothiazol-2-ylsulfonyl)methyl]pyrrolidin-2-one obtained in Reference Example 3-12 (5.01 g) in tetrahydrofuran (150 mL) at −78° C. in a nitrogen gas stream, and the mixture was stirred at −78° C. for 40 minutes. A solution of (4-{[tert-butyl(dimethyl)silyl]oxy}phenyl)(5-chloro-6-methoxypyridin-2-yl)methanone obtained in Reference Example 1-28 (3.2 g) in tetrahydrofuran (20 mL) was a... Starting materials: CC1=NC=CC=C1C#N (2-Methyl-3-pyridinecarbonitrile), C(CN)N (ethylenediamine), [S] (sulfur), [Mn](=O)(=O)(=O)[O-].[K+].[Si](=O)=O (potassium permanganate silicon dioxide). Solvent: O (water), C1(=CC=CC=C1)C (toluene), C(C)O (ethanol), C(C)#N (acetonitrile). Reaction conditions: temperature 120 celsius, time 24 hour. Yields the product N1C(=NC=C1)C=1C(=NC=CC1)C (3-(1H-imidazol-2-yl)-2-methylpyridine). RXN SMILES: [CH3:1][C:2]1[C:7]([C:8]#[N:9])=[CH:6][CH:5]=[CH:4][N:3]=1.[CH2:10](N)[CH2:11][NH2:12].[S].[Mn]([O-])(=O)(=O)=O.[K+].[Si](=O)=O>C(O)C.C(#N)C.O.C1(C)C=CC=CC=1>[NH:9]1[CH:10]=[CH:11][N:12]=[C:8]1[C:7]1[C:2]([CH3:1])=[N:3][CH:4]=[CH:5][CH:6]=1 |f:3.4.5,^3:13|. Procedure: 2-Methyl-3-pyridinecarbonitrile 1.05 g, ethylenediamine 5 mL and sulfur 71 mg were mixed, and stirred at 120° C. for 24 hours. Cooling it off to room temperature, toluene and water were added to effect phase separation. The aqueous layer was dried to solid under reduced pressure. Thus obtained crude product was mixed with potassium permanganate/silicon dioxide (carried at a ratio of 2.81 g:3.57 g) 6.38 g and acetonitrile 10 mL at room temperature, and stirred (inducing a rapid exothermic reactio... Reactants: BrC1=C2C=CC(=NC2=C(C=C1)OC)C(=O)OC (Methyl 5-bromo-8-methoxyquinoline-2-carboxylate), O1CCCC1 (tetrahydrofuran), O.[OH-].[Li+] (lithium hydroxide monohydrate). The solvent is O (water). Conditions: time 1.5 hour. Product: BrC1=C2C=CC(=NC2=C(C=C1)OC)C(=O)O (5-Bromo-8-methoxyquinoline-2-carboxylic acid). Yield: 0.9%. Reaction SMILES: [Br:1][C:2]1[CH:11]=[CH:10][C:9]([O:12][CH3:13])=[C:8]2[C:3]=1[CH:4]=[CH:5][C:6]([C:14]([O:16]C)=[O:15])=[N:7]2.O1CCCC1.O.[OH-].[Li+]>O>[Br:1][C:2]1[CH:11]=[CH:10][C:9]([O:12][CH3:13])=[C:8]2[C:3]=1[CH:4]=[CH:5][C:6]([C:14]([OH:16])=[O:15])=[N:7]2 |f:2.3.4|. Procedure details: Methyl 5-bromo-8-methoxyquinoline-2-carboxylate (154 g), tetrahydrofuran (40 ml), water (40 ml) and lithium hydroxide monohydrate (0.436 g) were combined and stirred at room temperature for 1.5 h. The tetrahydrofuran was removed in vacuo and the resulting aqueous mixture was acidified with hydrochloric acid. The resulting white precipitate was collected by filtration and dried in vacuo to give the title compound (1.33 g) as a white solid. The reactants are Cl.O1C(COC2=C1C=CC=C2)CCN2CCC1(CNC(CO1)=O)CC2 (9-[2-(1,4-benzodioxan-2-yl)ethyl]-1-oxa-4,9-diazaspiro[5.5]undecan-3-one hydrochloride salt), [OH-].[NH4+] (ammonium hydroxide). Solvent: O (water). Product: O1C(COC2=C1C=CC=C2)CCN2CCC1(CNC(CO1)=O)CC2 (9-[2-(1,4-benzodioxan-2-yl)ethyl]-1-oxa-4,9-diazaspiro-[5.5]undecan-3-one). Isolated yield 95.1%. RXN SMILES: Cl.[O:2]1[C:7]2[CH:8]=[CH:9][CH:10]=[CH:11][C:6]=2[O:5][CH2:4][CH:3]1[CH2:12][CH2:13][N:14]1[CH2:25][CH2:24][C:17]2([O:22][CH2:21][C:20](=[O:23])[NH:19][CH2:18]2)[CH2:16][CH2:15]1.[OH-].[NH4+]>O>[O:2]1[C:7]2[CH:8]=[CH:9][CH:10]=[CH:11][C:6]=2[O:5][CH2:4][CH:3]1[CH2:12][CH2:13][N:14]1[CH2:25][CH2:24][C:17]2([O:22][CH2:21][C:20](=[O:23])[NH:19][CH2:18]2)[CH2:16][CH2:15]1 |f:0.1,2.3|. Procedure: A solution of 3.5 g of 9-[2-(1,4-benzodioxan-2-yl)ethyl]-1-oxa-4,9-diazaspiro[5.5]undecan-3-one hydrochloride salt in water (50 ml) was adjusted to pH 12 with ammonium hydroxide solution and extracted with methylene chloride. The methylene chloride was evaporated to afford 3 g of 9-[2-(1,4-benzodioxan-2-yl)ethyl]-1-oxa-4,9-diazaspiro-[5.5]undecan-3-one as the free base, mp 139°-140° C. Reactants: [F-].[K+] (potassium fluoride), Cl (HCl), C[Si](C(F)(F)F)(C)C (trimethyl(trifluoromethyl)silane), BrC=1N=CC(=NC1)N1N=C(C=2C[C@@H]3[C@H](C12)C3)C(=O)O ((1aR,5aR)-2-(5-Bromopyrazin-2-yl)-1a,2,5,5a-tetrahydro-1H-2,3-diaza-cyclopropa[a]pentalene-4-carboxylic Acid). The reagents and catalysts are [Cu]I (copper (I) iodide). The solvent is CN1C(CCC1)=O (N-Methyl-2-pyrrolidinone), CCOC(=O)C (EtOAc). Reaction conditions: temperature 50 celsius, time 17 hour. Product: FC(C=1N=CC(=NC1)N1N=C(C=2C[C@@H]3[C@H](C12)C3)C(=O)O)(F)F ((1aR,5aR)-2-(5-(Trifluoromethyl)pyrazin-2-yl)-1a,2,5,5a-tetrahydro-1H-2,3-diaza-cyclopropa[a]pentalene-4-carboxylic Acid). Isolated yield 16.1%. RXN SMILES: [F-].[K+].C[Si](C)(C)[C:5]([F:8])([F:7])[F:6].Br[C:12]1[N:13]=[CH:14][C:15]([N:18]2[C:25]3[C@@H:24]4[CH2:26][C@@H:23]4[CH2:22][C:21]=3[C:20]([C:27]([OH:29])=[O:28])=[N:19]2)=[N:16][CH:17]=1.Cl>[Cu]I.CCOC(C)=O.CN1CCCC1=O>[F:6][C:5]([F:8])([F:7])[C:12]1[N:13]=[CH:14][C:15]([N:18]2[C:25]3[C@@H:24]4[CH2:26][C@@H:23]4[CH2:22][C:21]=3[C:20]([C:27]([OH:29])=[O:28])=[N:19]2)=[N:16][CH:17]=1 |f:0.1|. Procedure: In an oven-dried 20 mL scintillation vial were placed potassium fluoride (523 mg, 9.00 mmol) and copper (I) iodide (1714 mg, 9.00 mmol). N-Methyl-2-pyrrolidinone (10 mL) was added to the mixture followed by trimethyl(trifluoromethyl)silane (2.66 mL, 18.00 mmol). The reaction was stirred at 50° C. for 1 h. (1aR,5aR)-2-(5-Bromopyrazin-2-yl)-1a,2,5,5a-tetrahydro-1H-2,3-diaza-cyclopropa[a]pentalene-4-carboxylic acid (289 mg, 0.900 mmol) (from Example 1.13, Step B) was then added. The brown mixture w... Product: Cl.N1[C@@H](CCC1)COC=1C=C(C=NC1)N1C[C@H](CC1)CCCO (3-[1-[5-[(2(S)-Pyrrolidinyl)methoxy]-3-pyridyl]-3(S)-pyrrolidinyl]-1-propanol Hydrochloride). Starting materials: N1[C@@H](CCC1)COC=1C=C(C=NC1)N1C[C@H](CC1)CCCO (3-[1-[5-[(2(S)-pyrrolidinyl)methoxy]-3-pyridyl]-3(S)-pyrrolidinyl]-1-propanol), Cl (hydrochloric acid). Reaction SMILES: [NH:1]1[CH2:5][CH2:4][CH2:3][C@H:2]1[CH2:6][O:7][C:8]1[CH:9]=[C:10]([N:14]2[CH2:18][CH2:17][C@H:16]([CH2:19][CH2:20][CH2:21][OH:22])[CH2:15]2)[CH:11]=[N:12][CH:13]=1.[ClH:23]>CO>[ClH:23].[NH:1]1[CH2:5][CH2:4][CH2:3][C@H:2]1[CH2:6][O:7][C:8]1[CH:9]=[C:10]([N:14]2[CH2:18][CH2:17][C@H:16]([CH2:19][CH2:20][CH2:21][OH:22])[CH2:15]2)[CH:11]=[N:12][CH:13]=1 |f:3.4|. Procedure: To a solution of 3-[1-[5-[(2(S)-pyrrolidinyl)methoxy]-3-pyridyl]-3(S)-pyrrolidinyl]-1-propanol (200 mg, 0.66 mmol) in methanol (0.5 mL) was added 2N hydrochloric acid (1.1 mL, 3.3 equiv.) under N2. The reaction mixture was stirred for 4 h at room temperature. After evaporation in vacuo, the residue was diluted with water (12 mL) and lyophilized. The lyophilization process was repeated three times to obtain the hydrochloride (210 mg) as a light-yellow solid. 1H NMR (D2O, 300 MHz) δ 7.57 (s, 1H), ... Run in CO (methanol). Run at time 4 hour.